Dataset: the Open Reaction Database (ORD), a public repository of structured organic reaction records. Task: describe an organic reaction: reactants, conditions, products, and yield Starting materials: NC1=NC(=CC=C1)Br (2-amino-6-bromopyridine), C(C)OC(=O)N=C=S (ethoxycarbonyl isothiocyanate). The solvent is C(Cl)Cl (DCM). Conditions: temperature 20 celsius, time 16 hour. The product is BrC1=CC=CC(=N1)NC(=S)NC(=O)OCC (1-(6-Bromo-pyridin-2-yl)-3-carboethoxy-thiourea). Reaction SMILES: [NH2:1][C:2]1[CH:7]=[CH:6][CH:5]=[C:4]([Br:8])[N:3]=1.[CH2:9]([O:11][C:12]([N:14]=[C:15]=[S:16])=[O:13])[CH3:10]>C(Cl)Cl>[Br:8][C:4]1[N:3]=[C:2]([NH:1][C:15]([NH:14][C:12]([O:11][CH2:9][CH3:10])=[O:13])=[S:16])[CH:7]=[CH:6][CH:5]=1. Procedure: To a solution of 2-amino-6-bromopyridine (1) (253.8 g, 1.467 mol) in DCM (2.5 L) cooled to 5° C. is added ethoxycarbonyl isothiocyanate (173.0 mL, 1.467 mol) dropwise over 15 min. The reaction mixture is then allowed to warm to room temp. (20° C.) and stirred for 16 h. Evaporation in vacuo gives a solid which may be collected by filtration, thoroughly washed with petrol (3×600 mL) and air-dried to afford (2). The thiourea may be used as such for the next step without any purification. 1H (400 MH... The reactants are O=C([O-])[O-], C1COCCN1, COC(=O)c1c(Cl)ccc2c1CC(C)(C)C(c1cccc(Br)c1)N2, CN(C)CC(=O)O, CS(C)=O, Cl, [Cu]I, [K+], [K+]. Yields the product COC(=O)c1c(Cl)ccc2c1CC(C)(C)C(c1cccc(N3CCOCC3)c1)N2. RXN SMILES: [C:39](=[O:40])([O-:41])[O-:42].[CH2:25]1[CH2:26][O:27][CH2:28][CH2:29][NH:30]1.[CH3:1][O:2][C:3](=[O:4])[c:5]1[c:6]2[c:11]([cH:12][cH:13][c:14]1[Cl:15])[NH:10][CH:9]([c:16]1[cH:17][c:18]([Br:22])[cH:19][cH:20][cH:21]1)[C:8]([CH3:23])([CH3:24])[CH2:7]2.[CH3:32][N:33]([CH3:34])[CH2:35][C:36]([OH:37])=[O:38].[CH3:45][S:46](=[O:47])[CH3:48].[ClH:31].[Cu:49][I:50].[K+:43].[K+:44]>>[CH3:1][O:2][C:3](=[O:4])[c:5]1[c:6]2[c:11]([cH:12][cH:13][c:14]1[Cl:15])[NH:10][CH:9]([c:16]1[cH:17][c:18]([N:30]3[CH2:25][CH2:26][O:27][CH2:28][CH2:29]3)[cH:19][cH:20][cH:21]1)[C:8]([CH3:23])([CH3:24])[CH2:7]2. The reactants are FC=1C=C(C=CC1OC)C(CC1=CC=C(C=C1)SC)=O (1-(3-Fluoro-4-methoxyphenyl)-2-[4-(methylthio)phenyl]-ethan-1-one), NO (hydroxylamine). The product is FC=1C=C(C=CC1OC)C(CC1=CC=C(C=C1)SC)=NO (1-(3-Fluoro-4-methoxyphenyl)-2-[4-(methylthio)phenyl]-ethan-1-one oxime). Yield: 91.0%. RXN SMILES: [F:1][C:2]1[CH:3]=[C:4]([C:10](=O)[CH2:11][C:12]2[CH:17]=[CH:16][C:15]([S:18][CH3:19])=[CH:14][CH:13]=2)[CH:5]=[CH:6][C:7]=1[O:8][CH3:9].[NH2:21][OH:22]>>[F:1][C:2]1[CH:3]=[C:4]([C:10](=[N:21][OH:22])[CH2:11][C:12]2[CH:17]=[CH:16][C:15]([S:18][CH3:19])=[CH:14][CH:13]=2)[CH:5]=[CH:6][C:7]=1[O:8][CH3:9]. Reported procedure: 1-(3-Fluoro-4-methoxyphenyl)-2-[4-(methylthio)phenyl]-ethan-1-one oxime was prepared in 91% yield by treatment of 1-(3-fluoro-4-methoxyphenyl)-2-[4-(methylthio)phenyl]-ethan-1-one from Step 1 with hydroxylamine: 1H NMR (CDCl3 /300 MHz) δ 7.40 (dd, J=12.69, 2.22 Hz, 1H), 7.30 (d, J=8.66 Hz, 1H), 7.18-7.12 (m, 4H), 6.88 (dd, J=8.66, 8.46 Hz, 1H), 4.10 (s, 2H), 3.87 (s, 3H), 2.43 (s, 3H). Starting materials: C(C)(C)NC(C)C (diisopropylamine), C(CCC)[Li] (n-butyllithium), hexanes, COC=1C(=NC=CC1)C (3-methoxy-2-picoline), C(OCC)(OCC)=O (diethyl carbonate). The solvent is C1CCOC1 (THF), C1CCOC1 (THF). Conditions: time 15 minute. The product is COC=1C(=NC=CC1)CC(=O)OCC (ethyl 2-(3-methoxypyridin-2-yl)acetate). The yield is 80.6%. RXN SMILES: C(NC(C)C)(C)C.C([Li])CCC.[CH3:13][O:14][C:15]1[C:16]([CH3:21])=[N:17][CH:18]=[CH:19][CH:20]=1.[C:22](=O)([O:26]CC)[O:23][CH2:24][CH3:25]>C1COCC1>[CH3:13][O:14][C:15]1[C:16]([CH2:21][C:22]([O:23][CH2:24][CH3:25])=[O:26])=[N:17][CH:18]=[CH:19][CH:20]=1. Procedure details: A stirred solution of diisopropylamine (0.385 mL, 2.70 mmol) in THF (2 mL) at 0° C. was treated slowly with 1.6 M n-butyllithium in hexanes (1.69 mL, 2.70 mmol). The mixture was stirred for 15 min, then was added over 5 min to a stirred solution of 3-methoxy-2-picoline (0.133 g, 1.08 mmol) and diethyl carbonate (0.262 mL, 2.16 mmol) in THF (5 mL) at −78° C. After stirring for 45 min more, the cooling bath was removed and stirring was continued overnight at room temperature. The mixture was treat... Starting materials: IC=1N=CN(C1)C(C1=CC=CC=C1)(C1=CC=CC=C1)C1=CC=CC=C1 (4-iodo-1-trityl-1H-imidazole), ClC1=CC=C(C=C1)[C@H]1C[C@]12C(NC1=CC=CC=C21)=O ((1S,2R)-2-(4-chlorophenyl)spiro[cyclopropane-1,3′-indolin]-2′-one), C([O-])([O-])=O.[K+].[K+] (Potassium carbonate), CN(CCN)C (N,N-dimethylethylenediamine). Reagents/catalysts: [Cu]I (copper (I) iodide). The solvent is C(C)#N (acetonitrile). Reaction conditions: temperature 40 celsius. Yields the product ClC1=CC=C(C=C1)[C@@H]1C[C@@]12C(N(C1=CC=CC=C21)C=2N=CN(C2)C(C2=CC=CC=C2)(C2=CC=CC=C2)C2=CC=CC=C2)=O ((1R,2S)-2-(4-chlorophenyl)-1′-(1-trityl-1H-imidazol-4-yl)spiro [cyclopropane-1,3′-indolin]-2′-one). As a reaction SMILES: I[C:2]1[N:3]=[CH:4][N:5]([C:7]([C:20]2[CH:25]=[CH:24][CH:23]=[CH:22][CH:21]=2)([C:14]2[CH:19]=[CH:18][CH:17]=[CH:16][CH:15]=2)[C:8]2[CH:13]=[CH:12][CH:11]=[CH:10][CH:9]=2)[CH:6]=1.[Cl:26][C:27]1[CH:32]=[CH:31][C:30]([C@@H:33]2[C@:35]3([C:43]4[C:38](=[CH:39][CH:40]=[CH:41][CH:42]=4)[NH:37][C:36]3=[O:44])[CH2:34]2)=[CH:29][CH:28]=1.C(=O)([O-])[O-].[K+].[K+].CN(C)CCN>C(#N)C.[Cu]I>[Cl:26][C:27]1[CH:28]=[CH:29][C:30]([C@H:33]2[C@@:35]3([C:43]4[C:38](=[CH:39][CH:40]=[CH:41][CH:42]=4)[N:37]([C:2]4[N:3]=[CH:4][N:5]([C:7]([C:8]5[CH:13]=[CH:12][CH:11]=[CH:10][CH:9]=5)([C:20]5[CH:21]=[CH:22][CH:23]=[CH:24][CH:25]=5)[C:14]5[CH:15]=[CH:16][CH:17]=[CH:18][CH:19]=5)[CH:6]=4)[C:36]3=[O:44])[CH2:34]2)=[CH:31][CH:32]=1 |f:2.3.4|. Procedure: 4-iodo-1-trityl-1H-imidazole (210 mg, 0.48 mmol) was added to a suspension of (1R,2S) and (1S,2R)-2-(4-chlorophenyl)spiro[cyclopropane-1,3′-indolin]-2′-one (107 mg, 0.4 mmol) in acetonitrile (2 mL) under a nitrogen atmosphere. A steady stream of nitrogen was bubbled through the suspension as it was heated to 40° C. over 15 minutes. Potassium carbonate (110 mg, 0.8 mmol), copper (I) iodide (12 mg, 15 mol %), and N,N-dimethylethylenediamine (0.12 mmol, 30 mol %) were added and the reaction mixture... The reactants are BrB(Br)Br, ClCCl, CC1(C)CCSc2ccc(C(=O)Oc3ccc(C(=O)OCc4ccccc4)cc3)cc21. Yields the product CC1(C)CCSc2ccc(C(=O)Oc3ccc(C(=O)O)cc3)cc21. Reaction SMILES: [B:32]([Br:33])([Br:34])[Br:35].[CH2:36]([Cl:37])[Cl:38].[CH3:1][C:2]1([CH3:31])[CH2:3][CH2:4][S:5][c:6]2[cH:7][cH:8][c:9]([C:12](=[O:13])[O:14][c:15]3[cH:16][cH:17][c:18]([C:19](=[O:20])[O:21][CH2:22][c:23]4[cH:24][cH:25][cH:26][cH:27][cH:28]4)[cH:29][cH:30]3)[cH:10][c:11]21>>[CH3:1][C:2]1([CH3:31])[CH2:3][CH2:4][S:5][c:6]2[cH:7][cH:8][c:9]([C:12](=[O:13])[O:14][c:15]3[cH:16][cH:17][c:18]([C:19](=[O:20])[OH:21])[cH:29][cH:30]3)[cH:10][c:11]21.